This data is from the Open Reaction Database (ORD), a public repository of structured organic reaction records. The task is: describe an organic reaction: reactants, conditions, products, and yield The product is C(C)(C)(C)NCC(COC1=CC=CC2=NSN=C21)O (4-(3-tert.-butylamino-2-hydroxy-propyloxy)-2,1,3-benzthiadiazole). RXN SMILES: [O:1]1[CH2:14][CH:2]1[CH2:3][O:4][C:5]1[C:13]2[C:9](=[N:10][S:11][N:12]=2)[CH:8]=[CH:7][CH:6]=1.[C:15]([NH2:19])([CH3:18])([CH3:17])[CH3:16]>C(O)CCC>[C:15]([NH:19][CH2:14][CH:2]([OH:1])[CH2:3][O:4][C:5]1[C:13]2[C:9](=[N:10][S:11][N:12]=2)[CH:8]=[CH:7][CH:6]=1)([CH3:18])([CH3:17])[CH3:16]. Starting materials: O1C(COC2=CC=CC3=NSN=C32)C1 (4-(2,3-epoxypropyloxy)-2,1,3-benzthiadiazole), C(C)(C)(C)N (tert.-butylamine). Procedure details: 12.5 g (60 mM) 4-(2,3-epoxypropyloxy)-2,1,3-benzthiadiazole were dissolved in 150 ml. n-butanol and, after the addition of 40 ml. tert.-butylamine, heated under reflux for 3 hours. When the reaction was finished, the reaction mixture was evaporated and the residue was chromatographed on a silica gel column in the manner described in Example 1. There were obtained 9.6 g (57% of theory) 4-(3-tert.-butylamino-2-hydroxy-propyloxy)-2,1,3-benzthiadiazole, which had a melting point of 89°-91° C. The solvent is C(CCC)O (n-butanol). Yield: 57.0%. As a reaction SMILES: [CH3:1][O:2][C:3]1[C:19]([O:20][CH3:21])=[CH:18][C:6]2=[N:7][C:8]3[NH:9][CH:10]=[C:11]([C:16]#[N:17])[C:12](=O)[C:13]=3[CH:14]=[C:5]2[CH:4]=1.P(Cl)(Cl)([Cl:24])=O>CCCCCC>[Cl:24][C:12]1[C:13]2[CH:14]=[C:5]3[CH:4]=[C:3]([O:2][CH3:1])[C:19]([O:20][CH3:21])=[CH:18][C:6]3=[N:7][C:8]=2[N:9]=[CH:10][C:11]=1[C:16]#[N:17]. The yield is 49.0%. Reactants: COC1=CC=2C(=NC=3NC=C(C(C3C2)=O)C#N)C=C1OC (7,8-dimethoxy-4-oxo-1,4-dihydrobenzo[b][1,8]naphthyridine-3-carbonitrile), P(=O)(Cl)(Cl)Cl (phosphorous oxychloride). Run in CCCCCC (Hexane). Reported procedure: A mixture of 7,8-dimethoxy-4-oxo-1,4-dihydrobenzo[b][1,8]naphthyridine-3-carbonitrile (500 mg, 1.78 mmol) and 5 mL of phosphorous oxychloride is heated at reflux for one hour then cooled to room temperature. Hexane (20 mL) is added and the resultant solids are collected by filtration washing with hexane, water, methanol and ethyl acetate to provide 258 mg (49%) of 4-chloro-7,8-dimethoxybenzo[b][1,8]naphthyridine-3-carbonitrile as a brown solid, mp>300° C. The product is ClC=1C=2C=C3C(=NC2N=CC1C#N)C=C(C(=C3)OC)OC (4-chloro-7,8-dimethoxybenzo[b][1,8]naphthyridine-3-carbonitrile). Isolated yield 70.0%. Reactants: CC(=O)NC1CCC2=CC(=C(C(=C2C3=C1C=C(C=C3)O)OC)OC)OC (N-acetyl-colchicinol), CCN=C=NCCCN(C)C (EDCI), C(=O)(O)C1=CC=C(C=C1)CCC(=O)O (3-(4-carboxyphenyl)propionic acid). The reagents and catalysts are CN(C)C=1C=CN=CC1 (DMAP). Procedure details: A solution of N-acetyl-colchicinol (0.357 g; 1 mmol), EDCI (0.23 g; 1.2 mmol), DMAP (0.025 g; 0.2 mmol) and 3-(4-carboxyphenyl)propionic acid (0.233 g; 1.2 mmol) was stirred at ambient temperature overnight. After removal of the solvent by evaporation, the residue was purified by preparative HPLC on reverse phase silica eluting with methanol/ammonium carbonate buffer (2 g/l pH7) (50/50) to give 4-(3-[(5S)-5-(acetylamino)-9,10,11-trimethoxy-6,7-dihydro-5H-dibenzo[a,c]cyclohepten-3-yl]oxy-3-oxopro... The product is C(C)(=O)N[C@H]1CCC2=C(C3=C1C=C(C=C3)OC(CCC3=CC=C(C(=O)O)C=C3)=O)C(=C(C(=C2)OC)OC)OC (4-(3-[(5S)-5-(acetylamino)-9,10,11-trimethoxy-6,7-dihydro-5H-dibenzo[a,c]cyclohepten-3-yl]oxy-3-oxopropyl)benzoic acid). As a reaction SMILES: [CH3:1][C:2]([NH:4][CH:5]1[C:15]2[CH:16]=[C:17]([OH:20])[CH:18]=[CH:19][C:14]=2[C:13]2[C:8](=[CH:9][C:10]([O:25][CH3:26])=[C:11]([O:23][CH3:24])[C:12]=2[O:21][CH3:22])[CH2:7][CH2:6]1)=[O:3].CCN=C=NCCCN(C)C.[C:38]([C:41]1[CH:46]=[CH:45][C:44]([CH2:47][CH2:48][C:49](O)=[O:50])=[CH:43][CH:42]=1)([OH:40])=[O:39]>CN(C1C=CN=CC=1)C>[C:2]([NH:4][C@@H:5]1[C:15]2[CH:16]=[C:17]([O:20][C:49](=[O:50])[CH2:48][CH2:47][C:44]3[CH:45]=[CH:46][C:41]([C:38]([OH:40])=[O:39])=[CH:42][CH:43]=3)[CH:18]=[CH:19][C:14]=2[C:13]2[C:12]([O:21][CH3:22])=[C:11]([O:23][CH3:24])[C:10]([O:25][CH3:26])=[CH:9][C:8]=2[CH2:7][CH2:6]1)(=[O:3])[CH3:1]. Starting materials: S1C=NC(=C1)C1=NC2=CC=CC=C2C(=N1)C(=O)O (2-(4-thiazolyl)quinazoline-4-carboxylic acid), Cl.OC1=C2CCNCC2=CC=C1N(C)C (5-hydroxy-6-dimethylamino-1,2,3,4-tetrahydroisoquinoline hydrochloride). Product: S1C=NC(=C1)C1=NC2=CC=CC=C2C(=N1)C(=O)N1CC2=CC=C(C(=C2CC1)O)N(C)C (2-[[2-(4-thiazolyl)quinazolin-4-yl]carbonyl]-5-hydroxy-6-dimethylamino-1,2,3,4-tetrahydroisoquinoline). Isolated yield 39.0%. As a reaction SMILES: [S:1]1[CH:5]=[C:4]([C:6]2[N:15]=[C:14]([C:16]([OH:18])=O)[C:13]3[C:8](=[CH:9][CH:10]=[CH:11][CH:12]=3)[N:7]=2)[N:3]=[CH:2]1.Cl.[OH:20][C:21]1[C:30]([N:31]([CH3:33])[CH3:32])=[CH:29][CH:28]=[C:27]2[C:22]=1[CH2:23][CH2:24][NH:25][CH2:26]2>>[S:1]1[CH:5]=[C:4]([C:6]2[N:15]=[C:14]([C:16]([N:25]3[CH2:24][CH2:23][C:22]4[C:27](=[CH:28][CH:29]=[C:30]([N:31]([CH3:33])[CH3:32])[C:21]=4[OH:20])[CH2:26]3)=[O:18])[C:13]3[C:8](=[CH:9][CH:10]=[CH:11][CH:12]=3)[N:7]=2)[N:3]=[CH:2]1 |f:1.2|. Procedure details: Reaction of 2-(4-thiazolyl)quinazoline-4-carboxylic acid with 5-hydroxy-6-dimethylamino-1,2,3,4-tetrahydroisoquinoline hydrochloride gave compound 82 (39% yield) as a light yellow solid. 1H NMR (300 MHz, CD3OD) δ 2.63 and 2.67 (2s, 6H), 2.82 and 3.06 (2m, 2H), 3.58 and 4.17 (2t, 2H), 4.46 and 5.03 (2s, 2H), 6.31 and 6.81 (2d, 1H), 6.91 and 7.12 (2d, 1H), 7.69-7.95 (m, 2H), 8.04-8.12 (m, 2H), 8.22-8.28 (m, 1H), 8.63-8.73 (2s, 1H), 9.21-9.23 (m, 1H); MS (ESI) m/z 432 ([M+H]+). The solvent is C(Cl)Cl (DCM). The reactants are COC(=O)[C@H]1N(C[C@H](C1)NC1CCC(CC1)(C)C)C(=O)OC(C)(C)C (methyl-(2S,4S)-1-BOC-4-[(4,4-dimethylcyclohexyl)amino]pyrrolidine-2-carboxylate), TEA, CS(=O)(=O)Cl (methanesulfonylchloride). Yields the product C(=O)(OC(C)(C)C)N1[C@@H](C[C@@H](C1)N(S(=O)(=O)C)C1CCC(CC1)(C)C)C(=O)OC (methyl (2S,4S)-1-BOC-4-[(4,4-dimethylcyclohexyl)(methylsulfonyl)amino]pyrrolidine-2-carboxylate). Procedure details: To a solution of methyl (2S,4S)-1-BOC-4-[(4,4-dimethylcyclohexyl)amino]pyrrolidine-2-carboxylate (2.37 g, 6.7 mmol) prepared in Step A of Example A1 in DCM (10 ml) was added TEA (1.36 g, 13.4 mmol), slowly added dropwise methanesulfonylchloride (104 mg, 0.91 mmol) at 0° C., and stirred at rt for 30 min. After the reaction finished, the solvent was concentrated in vacuo, the residue was extracted with water and EtOAc. The organic layer was dried over MgSO4, concentrated in vacuo, and purified by ... As a reaction SMILES: [CH3:1][O:2][C:3]([C@@H:5]1[CH2:9][C@H:8]([NH:10][CH:11]2[CH2:16][CH2:15][C:14]([CH3:18])([CH3:17])[CH2:13][CH2:12]2)[CH2:7][N:6]1[C:19]([O:21][C:22]([CH3:25])([CH3:24])[CH3:23])=[O:20])=[O:4].[CH3:26][S:27](Cl)(=[O:29])=[O:28]>C(Cl)Cl>[C:19]([N:6]1[CH2:7][C@@H:8]([N:10]([CH:11]2[CH2:16][CH2:15][C:14]([CH3:18])([CH3:17])[CH2:13][CH2:12]2)[S:27]([CH3:26])(=[O:29])=[O:28])[CH2:9][C@H:5]1[C:3]([O:2][CH3:1])=[O:4])([O:21][C:22]([CH3:25])([CH3:24])[CH3:23])=[O:20]. Reaction conditions: time 30 minute. Yield: 528.4%. Reaction SMILES: [CH3:1][N:2]([C:3](=[O:4])[O-:5])[c:6]1[n:7][c:8]2[c:9]([n:10]1[CH2:11][CH2:12][CH2:13][N:14]1[CH2:15][CH2:16][N:17]([CH:20]([c:21]3[cH:22][cH:23][cH:24][cH:25][cH:26]3)[c:27]3[cH:28][cH:29][cH:30][cH:31][cH:32]3)[CH2:18][CH2:19]1)[cH:33][cH:34][cH:35][cH:36]2.[CH3:38][CH2:39][OH:40].[ClH:37]>>[NH2:2][c:6]1[n:7][c:8]2[c:9]([n:10]1[CH2:11][CH2:12][CH2:13][N:14]1[CH2:15][CH2:16][N:17]([CH:20]([c:21]3[cH:22][cH:23][cH:24][cH:25][cH:26]3)[c:27]3[cH:28][cH:29][cH:30][cH:31][cH:32]3)[CH2:18][CH2:19]1)[cH:33][cH:34][cH:35][cH:36]2. Yields the product Nc1nc2ccccc2n1CCCN1CCN(C(c2ccccc2)c2ccccc2)CC1. The reactants are CN(C(=O)[O-])c1nc2ccccc2n1CCCN1CCN(C(c2ccccc2)c2ccccc2)CC1, CCO, Cl.